From a dataset of the Open Reaction Database (ORD), a public repository of structured organic reaction records. describe an organic reaction: reactants, conditions, products, and yield Starting materials: CCOC(=O)C(C)(C)c1c[nH]cn1, CI, CN(C)C=O, [H-], [Na+], [Na+], O=C([O-])O. The product is CCOC(=O)C(C)(C)c1cn(C)cn1. RXN SMILES: [CH2:1]([CH3:2])[O:3][C:4]([C:5]([CH3:6])([CH3:7])[c:8]1[n:9][cH:10][nH:11][cH:12]1)=[O:13].[CH3:16][I:17].[CH3:23][N:24]([CH3:25])[CH:26]=[O:27].[H-:14].[Na+:15].[Na+:18].[OH:19][C:20](=[O:21])[O-:22]>>[CH2:1]([CH3:2])[O:3][C:4]([C:5]([CH3:6])([CH3:7])[c:8]1[n:9][cH:10][n:11]([CH3:20])[cH:12]1)=[O:13]. Reactants: ClC(Cl)(OC(OC(Cl)(Cl)Cl)=O)Cl (Triphosgene), BrC1=C2C=CC=NC2=C(C(=C1)Br)CCO (5,7-dibromo-8-(2-hydroxyethyl)quinoline). Run in O1CCOCC1 (dioxane). Run at time 8 hour. The product is BrC1=C2C=CC=NC2=C(C(=C1)Br)CCOC(=O)OC (5,7-dibromo-8-(2-methoxycarbonyloxyethyl)quinoline). Reaction SMILES: Cl[C:2](Cl)([O:4][C:5](=[O:11])[O:6][C:7](Cl)(Cl)Cl)Cl.[Br:13][C:14]1[CH:23]=[C:22]([Br:24])[C:21]([CH2:25]CO)=[C:20]2[C:15]=1[CH:16]=[CH:17][CH:18]=[N:19]2>O1CCOCC1>[Br:13][C:14]1[CH:23]=[C:22]([Br:24])[C:21]([CH2:25][CH2:2][O:4][C:5]([O:6][CH3:7])=[O:11])=[C:20]2[C:15]=1[CH:16]=[CH:17][CH:18]=[N:19]2. Reported procedure: Triphosgene, 740 mg (2.5 mmol) was dissolved in 5 mL of anhydrous dioxane and stirred at ambient temperature while 5,7-dibromo-8-(2-hydroxyethyl)quinoline was added in several portions. The mixture was stirred overnight and capped to protect from atmospheric moisture. The solvent and excess reagent were removed under a stream of dry argon. Residue was redissolved in 10 mL of methanol, stirring for 1 hr., and the solvent was removed. The residue was recrystallized from methanol/water. Melting poi... Starting materials: C(CCC(=O)OCC)(=O)OCC (diethyl succinate), CC1=C(CC#N)C=CC(=C1)C (2,4-dimethylbenzyl cyanide), [Na] (sodium). The solvent is C(C)O (ethanol). Product: CC1=C(C=CC(=C1)C)C(C(CCC(=O)OCC)=O)C#N (ethyl 5-(2',4'-dimethylphenyl)-5-cyano-4-ketopentanoate). Isolated yield 78.0%. Reaction SMILES: [C:1]([O:10][CH2:11][CH3:12])(=[O:9])[CH2:2][CH2:3][C:4]([O:6]CC)=O.[CH3:13][C:14]1[CH:22]=[C:21]([CH3:23])[CH:20]=[CH:19][C:15]=1[CH2:16][C:17]#[N:18].[Na]>C(O)C>[CH3:13][C:14]1[CH:22]=[C:21]([CH3:23])[CH:20]=[CH:19][C:15]=1[CH:16]([C:17]#[N:18])[C:4](=[O:6])[CH2:3][CH2:2][C:1]([O:10][CH2:11][CH3:12])=[O:9] |^1:23|. Procedure: This material was prepared using 130.65 g (0.750 mol) of diethyl succinate, 72.60 g (0.500 mol of 2,4-dimethylbenzyl cyanide, 14.95 g (0.65 mol) of sodium, and 168 ml of dry ethanol using the procedure described in Part A of Example I. The product was obtained as a dark red oil, 106.5 g (78% yield). Starting materials: C1OC=2C=C(CCN)C=CC2O1 (3,4-methylenedioxyphenethylamine), ClC=1N=C(C2=C(N1)SC(=C2)C(F)(F)F)Cl (2,4-dichloro-6-trifluoromethyl-thieno-[2,3-d]-pyrimidine). Product: ClC=1N=C(C2=C(N1)SC(=C2)C(F)(F)F)NCCC2=CC1=C(C=C2)OCO1 (2-chloro-6-trifluoromethyl-4-(3,4-methylenedioxyphenethylamino)-thieno-[2,3-d]-pyrimidine). RXN SMILES: [CH2:1]1[O:12][C:11]2[CH:10]=[CH:9][C:5]([CH2:6][CH2:7][NH2:8])=[CH:4][C:3]=2[O:2]1.[Cl:13][C:14]1[N:15]=[C:16](Cl)[C:17]2[CH:22]=[C:21]([C:23]([F:26])([F:25])[F:24])[S:20][C:18]=2[N:19]=1>>[Cl:13][C:14]1[N:15]=[C:16]([NH:8][CH2:7][CH2:6][C:5]2[CH:9]=[CH:10][C:11]3[O:12][CH2:1][O:2][C:3]=3[CH:4]=2)[C:17]2[CH:22]=[C:21]([C:23]([F:25])([F:26])[F:24])[S:20][C:18]=2[N:19]=1. Procedure: Following the procedure of Example 1, the reaction of 3,4-methylenedioxyphenethylamine with 2,4-dichloro-6-trifluoromethyl-thieno-[2,3-d]-pyrimidine yields 2-chloro-6-trifluoromethyl-4-(3,4-methylenedioxyphenethylamino)-thieno-[2,3-d]-pyrimidine. The reactants are C[C@H]1[C@H]([C@H](C[C@@H](O1)O[C@H]2C[C@@]([C@@H](C3=C2C(=C4C(=C3)C(=O)C5=C(C4=O)C(=CC=C5)O)O)C(=O)OC)(C)O)N(C)C)O[C@H]6C[C@@H]([C@@H]([C@@H](O6)C)O[C@H]7CCC(=O)[C@@H](O7)C)O (auramycin A), C[C@H]1[C@@H]2[C@H](C[C@@H](O1)O[C@@H]3[C@@H](O[C@H](C[C@@H]3N(C)C)O[C@H]4C[C@@]([C@@H](C5=C4C(=C6C(=C5)C(=O)C7=C(C6=O)C(=CC=C7)O)O)C(=O)OC)(C)O)C)O[C@H]8CC(=O)[C@@H](O[C@H]8O2)C (auramycin B), C[C@H]1[C@H]([C@H](C[C@@H](O1)O[C@H]2C[C@@]([C@@H](C3=C2C(=C4C(=C3)C(=O)C5=C(C4=O)C(=CC=C5)O)O)C(=O)OC)(CC(=O)C)O)N(C)C)O[C@H]6C[C@@H]([C@@H]([C@@H](O6)C)O[C@H]7CCC(=O)[C@@H](O7)C)O (sulfurmycin A), C[C@H]1[C@@H]2[C@H](C[C@@H](O1)O[C@@H]3[C@@H](O[C@H](C[C@@H]3N(C)C)O[C@H]4C[C@@]([C@@H](C5=C4C(=C6C(=C5)C(=O)C7=C(C6=O)C(=CC=C7)O)O)C(=O)OC)(CC(=O)C)O)C)O[C@H]8CC(=O)[C@@H](O[C@H]8O2)C (sulfurmycin B). Run at time 12 hour. The product is CC(=O)C[C@]1(CCC2=C([C@H]1C(=O)OC)C=C3C(=C2O)C(=O)C4=C(C3=O)C=CC=C4O)O (7-deoxysulfurmycinone). RXN SMILES: C[C@@H]1O[C@@H](O[C@@H]2C3C(O)=C4C(=O)C5C(O)=CC=CC=5C(=O)C4=CC=3[C@@H](C(OC)=O)[C@@](O)(C)C2)C[C@H](N(C)C)[C@@H]1O[C@@H]1O[C@@H](C)[C@@H](O[C@@H]2O[C@@H](C)C(=O)CC2)[C@@H](O)C1.C[C@@H]1O[C@@H](O[C@H]2[C@@H](N(C)C)C[C@H](O[C@@H]3C4C(O)=C5C(=O)C6C(O)=CC=CC=6C(=O)C5=CC=4[C@@H](C(OC)=O)[C@@](O)(C)C3)O[C@H]2C)C[C@@H]2O[C@@H]3[C@H](O[C@H]12)O[C@@H](C)C(=O)C3.C[C@@H]1O[C@@H](O[C@@H:123]2[C:128]3[C:129]([OH:144])=[C:130]4[C:137](=[O:138])[C:136]5[C:139]([OH:143])=[CH:140][CH:141]=[CH:142][C:135]=5[C:133](=[O:134])[C:131]4=[CH:132][C:127]=3[C@@H:126]([C:145]([O:147][CH3:148])=[O:146])[C@@:125]([OH:153])([CH2:149][C:150]([CH3:152])=[O:151])[CH2:124]2)C[C@H](N(C)C)[C@@H]1O[C@@H]1O[C@@H](C)[C@@H](O[C@@H]2O[C@@H](C)C(=O)CC2)[C@@H](O)C1.C[C@@H]1O[C@@H](O[C@H]2[C@@H](N(C)C)C[C@H](O[C@@H]3C4C(O)=C5C(=O)C6C(O)=CC=CC=6C(=O)C5=CC=4[C@@H](C(OC)=O)[C@@](O)(CC(C)=O)C3)O[C@H]2C)C[C@@H]2O[C@@H]3[C@H](O[C@H]12)O[C@@H](C)C(=O)C3>>[CH3:152][C:150]([CH2:149][C@:125]1([OH:153])[C@H:126]([C:145]([O:147][CH3:148])=[O:146])[C:127]2[CH:132]=[C:131]3[C:133](=[O:134])[C:135]4[CH:142]=[CH:141][CH:140]=[C:139]([OH:143])[C:136]=4[C:137](=[O:138])[C:130]3=[C:129]([OH:144])[C:128]=2[CH2:123][CH2:124]1)=[O:151]. Reported procedure: A 500 ml Erlenmeyer flask with 100 ml of vegetative culture of Streptomyces galilaeus OBB-111, obtained by a process analogous to that described in Example 1, containing auramycin A, auramycin B, sulfurmycin A and sulfurmycin B, was allowed to stand at room temperature for 12 hours and extracted with 200 ml of a solvent mixture of chloroform and methanol (1:1, v/v). The chloroform layer was separated, concentrated in vacuo and chromatographed by thin layer chromatography (toluene/methanol=20:1, ... Reactants: ClCC=1C(=NC(=NC1)C=1C=NC(=CC1)C(F)(F)F)CCOC (5-chloromethyl-4-(2-methoxy-ethyl)-2-(6-trifluoromethyl-pyridin-3-yl)-pyrimidine), C(C)OC(C(C)(C)OC1=C(C=C(C=C1)O)C)=O (2-(4-hydroxy-2-methyl-phenoxy)-2-methyl-propionic acid ethyl ester), C([O-])([O-])=O.[Cs+].[Cs+] (cesium carbonate). The solvent is C(C)#N (acetonitrile). Run at time 16 hour. Yields the product C(C)OC(C(C)(C)OC1=C(C=C(C=C1)OCC=1C(=NC(=NC1)C=1C=NC(=CC1)C(F)(F)F)CCOC)C)=O (2-{4-[4-(2-Methoxy-ethyl)-2-(6-trifluoromethyl-pyridin-3-yl)-pyrimidin-5-ylmethoxy]-2-methyl-phenoxy}-2-methyl-propionic acid ethyl ester). The yield is 55.8%. RXN SMILES: Cl[CH2:2][C:3]1[C:4]([CH2:19][CH2:20][O:21][CH3:22])=[N:5][C:6]([C:9]2[CH:10]=[N:11][C:12]([C:15]([F:18])([F:17])[F:16])=[CH:13][CH:14]=2)=[N:7][CH:8]=1.[CH2:23]([O:25][C:26](=[O:39])[C:27]([O:30][C:31]1[CH:36]=[CH:35][C:34]([OH:37])=[CH:33][C:32]=1[CH3:38])([CH3:29])[CH3:28])[CH3:24].C(=O)([O-])[O-].[Cs+].[Cs+]>C(#N)C>[CH2:23]([O:25][C:26](=[O:39])[C:27]([O:30][C:31]1[CH:36]=[CH:35][C:34]([O:37][CH2:2][C:3]2[C:4]([CH2:19][CH2:20][O:21][CH3:22])=[N:5][C:6]([C:9]3[CH:10]=[N:11][C:12]([C:15]([F:18])([F:17])[F:16])=[CH:13][CH:14]=3)=[N:7][CH:8]=2)=[CH:33][C:32]=1[CH3:38])([CH3:28])[CH3:29])[CH3:24] |f:2.3.4|. Procedure details: To a solution of 133 mg (0.40 mmol) 5-chloromethyl-4-(2-methoxy-ethyl)-2-(6-trifluoromethyl-pyridin-3-yl)-pyrimidine (example 101F]) and 95 mg (0.40 mmol) 2-(4-hydroxy-2-methyl-phenoxy)-2-methyl-propionic acid ethyl ester (described in WO 02/092590) in 12 ml of acetonitrile was added 143 mg (0.44 mmol) cesium carbonate. The reaction mixture was stirred for 16 h at RT. The mixture was filtered, taken up in dichloromethane dried (Na2SO4) and evaporated. The crude product was purified by flash chro... Starting materials: F[B-](F)(F)F, CCN(C(C)C)C(C)C, c1cncc(C2CCNC2)c1, CN(C)C=O, CN(C)C(On1nnc2ccccc21)=[N+](C)C, O=C(O)c1cnoc1-c1ccccn1. Product: O=C(c1cnoc1-c1ccccn1)N1CCC(c2cccnc2)C1. RXN SMILES: [B-:12]([F:13])([F:14])([F:15])[F:16].[CH2:34]([N:35]([CH:36]([CH3:37])[CH3:38])[CH:39]([CH3:40])[CH3:41])[CH3:42].[NH:1]1[CH2:2][CH:3]([c:6]2[cH:7][n:8][cH:9][cH:10][cH:11]2)[CH2:4][CH2:5]1.[O:57]=[CH:58][N:59]([CH3:60])[CH3:61].[n:17]1([O:18][C:19]([N:20]([CH3:21])[CH3:22])=[N+:23]([CH3:24])[CH3:25])[c:26]2[cH:27][cH:28][cH:29][cH:30][c:31]2[n:32][n:33]1.[n:43]1[c:44](-[c:49]2[c:50]([C:54](=[O:55])[OH:56])[cH:51][n:52][o:53]2)[cH:45][cH:46][cH:47][cH:48]1>>[N:1]1([C:54]([c:50]2[c:49](-[c:44]3[n:43][cH:48][cH:47][cH:46][cH:45]3)[o:53][n:52][cH:51]2)=[O:55])[CH2:2][CH:3]([c:6]2[cH:7][n:8][cH:9][cH:10][cH:11]2)[CH2:4][CH2:5]1. Starting materials: Clc1nc2ccc(Br)cc2s1, CO, Cl, NCCF. Product: FCCNc1nc2ccc(Br)cc2s1. Reaction SMILES: [Br:1][c:2]1[cH:3][c:4]2[c:5]([n:6][c:7]([Cl:9])[s:8]2)[cH:10][cH:11]1.[CH3:17][OH:18].[ClH:12].[F:13][CH2:14][CH2:15][NH2:16]>>[Br:1][c:2]1[cH:3][c:4]2[c:5]([n:6][c:7]([NH:16][CH2:15][CH2:14][F:13])[s:8]2)[cH:10][cH:11]1.